Task: describe an organic reaction: reactants, conditions, products, and yield. Dataset: the Open Reaction Database (ORD), a public repository of structured organic reaction records Starting materials: C(C)(C)(C)OC(N(C1=CC(=C(C=C1)N1CCOCC1)C(O[SiH2]C(C)(C)C)(C)C)C=1C=2N(C(=CN1)Br)C=CN2)=O ((5-bromo-imidazo[1,2-a]pyrazin-8-yl)-[3-(tert-butyl-dimethyl-silanyloxymethyl)-4-morpholin-4-yl-phenyl]-carbamic acid tert-butyl ester), C1CCOC1 (THF). Run in [F-].C(CCC)[N+](CCCC)(CCCC)CCCC (tetrabutylammonium fluoride). The product is C(C)(C)(C)OC(N(C1=CC(=C(C=C1)N1CCOCC1)CO)C=1C=2N(C(=CN1)Br)C=CN2)=O ((5-Bromo-imidazo[1,2-a]pyrazin-8-yl)-(3-hydroxymethyl-4-morpholin-4-yl-phenyl)-carbamic acid tert-butyl ester). Reaction SMILES: [C:1]([O:5][C:6](=[O:39])[N:7]([C:29]1[C:30]2[N:31]([CH:36]=[CH:37][N:38]=2)[C:32]([Br:35])=[CH:33][N:34]=1)[C:8]1[CH:13]=[CH:12][C:11]([N:14]2[CH2:19][CH2:18][O:17][CH2:16][CH2:15]2)=[C:10]([C:20](C)(C)[O:21][SiH2]C(C)(C)C)[CH:9]=1)([CH3:4])([CH3:3])[CH3:2].C1COCC1>[F-].C([N+](CCCC)(CCCC)CCCC)CCC>[C:1]([O:5][C:6](=[O:39])[N:7]([C:29]1[C:30]2[N:31]([CH:36]=[CH:37][N:38]=2)[C:32]([Br:35])=[CH:33][N:34]=1)[C:8]1[CH:13]=[CH:12][C:11]([N:14]2[CH2:15][CH2:16][O:17][CH2:18][CH2:19]2)=[C:10]([CH2:20][OH:21])[CH:9]=1)([CH3:4])([CH3:2])[CH3:3] |f:2.3|. Procedure details: A solution of (5-bromo-imidazo[1,2-a]pyrazin-8-yl)-[3-(tert-butyl-dimethyl-silanyloxymethyl)-4-morpholin-4-yl-phenyl]-carbamic acid tert-butyl ester (0.164 g, 0.265 mmol) in 1M tetrabutylammonium fluoride in THF (0.29 mL, 0.29 mmol) is stirred at room temperature overnight. The solvent is removed under vacuum and the residue is purified by silica gel column chromatography eluting with ethyl acetate. The title compound is isolated (0.126 g, 94%).